This data is from the Open Reaction Database (ORD), a public repository of structured organic reaction records. The task is: describe an organic reaction: reactants, conditions, products, and yield Reactants: FC1=C(C=C(C=C1)[N+](=O)[O-])C(F)(F)F (2-fluoro-5-nitrobenzotrifluoride), C(C1=CC=CC=C1)O (benzyl alcohol), [H-].[Na+] (sodium hydride). The solvent is C1CCOC1 (THF). Yields the product C(C1=CC=CC=C1)OC1=C(C=C(C=C1)[N+](=O)[O-])C(F)(F)F (1-benzyloxy-4-nitro-2-trifluoromethylbenzene). The yield is 78.7%. RXN SMILES: F[C:2]1[CH:7]=[CH:6][C:5]([N+:8]([O-:10])=[O:9])=[CH:4][C:3]=1[C:11]([F:14])([F:13])[F:12].[CH2:15]([OH:22])[C:16]1[CH:21]=[CH:20][CH:19]=[CH:18][CH:17]=1.[H-].[Na+]>C1COCC1>[CH2:15]([O:22][C:2]1[CH:7]=[CH:6][C:5]([N+:8]([O-:10])=[O:9])=[CH:4][C:3]=1[C:11]([F:14])([F:13])[F:12])[C:16]1[CH:21]=[CH:20][CH:19]=[CH:18][CH:17]=1 |f:2.3|. Procedure: To a solution of 2-fluoro-5-nitrobenzotrifluoride (500 mg, 2.48 mmol) and benzyl alcohol (267 mg, 2.48 mmol) in THF was added sodium hydride (95.1 mg, 2.48 mmol) at 0° C. The reaction was followed by TLC and quenched with saturated ammonium chloride solution after 0.5 h. The mixture was extracted with dichloromethane three times. The combined organic layer was dried over sodium sulfate and concentrated. The residue was triturated with 2.5 mL of hexanes and ethyl acetate (7:1) and a yellow precip... Starting materials: C(C)(=O)OCC (ethyl acetate), BrC(CN(C1=CC=C(C#N)C=C1)N1C=NN=C1)CCC (4-[(2-Bromo-pentyl)-[1,2,4]triazol-4-yl-amino]-benzonitrile), OC1=CC=C(C=C1)S (4-hydroxy-thiophenol), C([O-])([O-])=O.[K+].[K+] (potassium carbonate). The solvent is O (water), CN(C)C=O (DMF). Conditions: time 12 hour. Yields the product OC1=CC=C(C=C1)SCCCCCN(C1=CC=C(C#N)C=C1)N1C=NN=C1 (4-{[5-(4-Hydroxy-phenylsulfanyl)-pentyl]-[1,2,4]triazol-4-yl-amino}-benzonitrile). Reaction SMILES: Br[CH:2]([CH2:18][CH2:19][CH3:20])[CH2:3][N:4]([N:13]1[CH:17]=[N:16][N:15]=[CH:14]1)[C:5]1[CH:12]=[CH:11][C:8]([C:9]#[N:10])=[CH:7][CH:6]=1.[OH:21][C:22]1[CH:27]=[CH:26][C:25]([SH:28])=[CH:24][CH:23]=1.C(=O)([O-])[O-].[K+].[K+].C(OCC)(=O)C>CN(C=O)C.O>[OH:21][C:22]1[CH:27]=[CH:26][C:25]([S:28][CH2:20][CH2:19][CH2:18][CH2:2][CH2:3][N:4]([N:13]2[CH:17]=[N:16][N:15]=[CH:14]2)[C:5]2[CH:12]=[CH:11][C:8]([C:9]#[N:10])=[CH:7][CH:6]=2)=[CH:24][CH:23]=1 |f:2.3.4|. Procedure details: A mixture of 4-[(2-Bromo-pentyl)-[1,2,4]triazol-4-yl-amino]-benzonitrile (CAB03005, 500 mg, 1.5 mmol), 4-hydroxy-thiophenol (378 mg, 3.0 mmol) and potassium carbonate (414 mg, 3.0 mmol) in DMF (10 mL) was stirred for 12 hours at room temperature. The mixture was transferred into a separation funnel and ethyl acetate (50 mL) and water (50 mL) were added. The organic layer was separated, washed with brine (30 mL), dried over sodium sulphate and concentrated under reduced pressure. The residue was ... Reactants: ClC1=C(CN2C3=C(NCC2)N=CC(=C3)I)C(=CC=C1)Cl (1-(2,6-Dichlorobenzyl)-7-iodo-1,2,3,4-tetrahydropyrido[2,3-b]pyrazine), C(=O)(OC(C)(C)C)NCC#C (N-boc propargylamine). Yields the product C(C)(C)(C)OC(NCC#CC1=CC2=C(NCCN2CC2=C(C=CC=C2Cl)Cl)N=C1)=O ({3-[1-(2,6-Dichlorobenzyl)-1,2,3,4-tetrahydropyrido[2,3-b]pyrazin-7-yl]prop-2-ynyl}carbamic acid tert-butyl ester). As a reaction SMILES: [Cl:1][C:2]1[CH:19]=[CH:18][CH:17]=[C:16]([Cl:20])[C:3]=1[CH2:4][N:5]1[CH2:10][CH2:9][NH:8][C:7]2[N:11]=[CH:12][C:13](I)=[CH:14][C:6]1=2.[C:21]([NH:28][CH2:29][C:30]#[CH:31])([O:23][C:24]([CH3:27])([CH3:26])[CH3:25])=[O:22]>>[C:24]([O:23][C:21](=[O:22])[NH:28][CH2:29][C:30]#[C:31][C:13]1[CH:12]=[N:11][C:7]2[NH:8][CH2:9][CH2:10][N:5]([CH2:4][C:3]3[C:2]([Cl:1])=[CH:19][CH:18]=[CH:17][C:16]=3[Cl:20])[C:6]=2[CH:14]=1)([CH3:27])([CH3:26])[CH3:25]. Reported procedure: 1-(2,6-Dichlorobenzyl)-7-iodo-1,2,3,4-tetrahydropyrido[2,3-b]pyrazine (1.951 g) was coupled with N-boc propargylamine as in General Procedure 5 to give the title compound as an orange solid. LCMS: m/z=447.53 (M+H+), 1H-NMR (DMSO-d6, 400 MHz) δ 1.40 (9H, s), 2.86 (2H, m), 3.27 (2H, m), 3.95 (2H, d, J=5.6 Hz), 4.46 (2H, s), 6.86 (1H, s), 6.89 (1H, s), 7.29 (1H, m), 7.42 (2H, m), 7.54 (2H, d, J=8.3 Hz).